Dataset: the Open Reaction Database (ORD), a public repository of structured organic reaction records. Task: describe an organic reaction: reactants, conditions, products, and yield As a reaction SMILES: [C:1]([O:4][CH:5]([C:7]1[S:11][C:10]2[C:12](=[O:20])[C:13]3[CH:17]=[CH:16][S:15][C:14]=3[C:18](=[O:19])[C:9]=2[CH:8]=1)[CH3:6])(=[O:3])[CH3:2].[K+].[Br-]>C(Cl)(Cl)Cl>[C:1]([O:4][CH:5]([C:7]1[S:11][C:10]2[C:12](=[O:20])[C:13]3[C:17]([CH:5]([O:4][C:1](=[O:3])[CH3:2])[CH3:6])=[CH:16][S:15][C:14]=3[C:18](=[O:19])[C:9]=2[CH:8]=1)[CH3:6])(=[O:3])[CH3:2] |f:1.2|. The solvent is C(Cl)(Cl)Cl (CHCl3). The product is C(C)(=O)OC(C)C1=CC2=C(S1)C(C1=C(SC=C1C(C)OC(C)=O)C2=O)=O (2,7-Bis(1′-acetoxyethyl)-4,8-dihydrobenzo [1,2-b:4,5-b′]dithiophene-4,8-dione). Isolated yield 72.0%. Starting materials: C(C)(=O)OC(C)C1=CC2=C(S1)C(C1=C(SC=C1)C2=O)=O (2-(1′-Acetoxyethyl)-4,8-dihydrobenzo[1,2-b:4,5-b′]dithiophene-4,8-dione), [K+].[Br-] (KBr). Procedure details: Compound 15 was prepared from 14 in an identical manner to that compound 11. Yield 72%; yellow solid; mp 180-182° C.; UV (CHCl3) λmax 245 (log ε 4.32); IR (KBr) 1640, 1720 (C═O) cm−1; 1H NMR (CDCl3) δ 1.58 (d, J=6.6 Hz, 3H, C-7-CHCH3), 1.67 (d, J=6.6 Hz, 3H, C-2-CHCH3), 2.12 (s, 6H, COCH3×2), 6.10-6.16 (q, J=6.6 Hz, 1H, C-2-CH), 6.50-6.56 (q, J=6.6 Hz, 1H, C-7-CH), 7.50 (s, 1H, H-3), 7.62 (s, 1H, H-6); 13C NMR (CDCl3): δ 21.0, 21.1, 21.3, 22.0 (CH3×4), 67.4, 67.8 (CH×2), 123.2 (C-3), 128.6 (C-6)... Reactants: ClC1=CC=C(OCC=2N(C3=CC=CC=C3C2C(=O)CCC2CCN(CC2)C(C2=CC=CC=C2)(C2=CC=CC=C2)C2=CC=CC=C2)C)C=C1 (2-[(4-chlorophenoxy)methyl]-1-methyl-3-[[2-(1-tritylpiperidin-4-yl)ethyl]carbonyl]-1H-indole), C(=O)O (formic acid). The solvent is C(Cl)Cl (methylene chloride). Run at time 2.5 hour. Product: ClC1=CC=C(OCC=2N(C3=CC=CC=C3C2C(=O)CCC2CCNCC2)C)C=C1 (2-[(4-chlorophenoxy)methyl]-1-methyl-3-[[2-(piperidin-4-yl)ethyl]carbonyl]-1H-indole). Reaction SMILES: [Cl:1][C:2]1[CH:48]=[CH:47][C:5]([O:6][CH2:7][C:8]2[N:9]([CH3:46])[C:10]3[C:15]([C:16]=2[C:17]([CH2:19][CH2:20][CH:21]2[CH2:26][CH2:25][N:24](C(C4C=CC=CC=4)(C4C=CC=CC=4)C4C=CC=CC=4)[CH2:23][CH2:22]2)=[O:18])=[CH:14][CH:13]=[CH:12][CH:11]=3)=[CH:4][CH:3]=1.C(O)=O>C(Cl)Cl>[Cl:1][C:2]1[CH:3]=[CH:4][C:5]([O:6][CH2:7][C:8]2[N:9]([CH3:46])[C:10]3[C:15]([C:16]=2[C:17]([CH2:19][CH2:20][CH:21]2[CH2:26][CH2:25][NH:24][CH2:23][CH2:22]2)=[O:18])=[CH:14][CH:13]=[CH:12][CH:11]=3)=[CH:47][CH:48]=1. Reported procedure: Under an argon atmosphere 2-[(4-chlorophenoxy)methyl]-1-methyl-3-[[2-(1-tritylpiperidin-4-yl)ethyl]carbonyl]-1H-indole (0.2723 g, 0.417 mmol) was dissolved in 2.1 ml of methylene chloride. To this solution formic acid (0.079 ml, 0.096 g, 2.084 mmol) was added and the resulting mixture was stirred at room temperature for about 2.5 hours. The progress of the reaction was monitored by thin layer chromatography. Starting materials: BrC1=C(C=CC=C1)C(C=C)O (1-(2-bromophenyl)prop-2-en-1-ol), O1CCCC=C1 (3,4-dihydro-2H-pyran), C(=O)(O)[O-].[Na+] (NaHCO3), O=P(Cl)(Cl)Cl (POCl3). Run in O1CCCC1 (THF). The product is O1C(CCCC1)OC(C=C)C1=C(C=CC=C1)Br (1-tetrahydropyranyloxy-1-(2-bromophenyl)-prop-2-ene). RXN SMILES: [Br:1][C:2]1[CH:7]=[CH:6][CH:5]=[CH:4][C:3]=1[CH:8]([OH:11])[CH:9]=[CH2:10].[O:12]1[CH:17]=[CH:16][CH2:15][CH2:14][CH2:13]1.O=P(Cl)(Cl)Cl.C([O-])(O)=O.[Na+]>O1CCCC1>[O:12]1[CH2:17][CH2:16][CH2:15][CH2:14][CH:13]1[O:11][CH:8]([C:3]1[CH:4]=[CH:5][CH:6]=[CH:7][C:2]=1[Br:1])[CH:9]=[CH2:10] |f:3.4|. Procedure: To 1-(2-bromophenyl)prop-2-en-1-ol) (31.0 g; 0.145 mol) in 150 ml of dry THF (tetrahydrofuran) was added 20 ml of 3,4-dihydro-2H-pyran and then 1 ml of POCl3 and the mixture stirred over the weekend at room temperature. The reaction mixture was neutralized with saturated NaHCO3 and concentrated down. The resulting material was partitioned between water and diethyl ether and the aqueous layer extracted again with diethyl ether. The organics were combined and washed with water and then brine and d... The reactants are [BH4-], ClCCl, COc1cc(-c2csc3c(-c4ccsc4C=O)cnc(N)c23)ccc1NC(=O)c1cc2ccccc2n1C, [Na+]. The product is COc1cc(-c2csc3c(-c4ccsc4CO)cnc(N)c23)ccc1NC(=O)c1cc2ccccc2n1C. As a reaction SMILES: [BH4-:1].[CH2:41]([Cl:42])[Cl:43].[NH2:3][c:4]1[n:5][cH:6][c:7](-[c:34]2[c:35]([CH:39]=[O:40])[s:36][cH:37][cH:38]2)[c:8]2[c:9]1[c:10](-[c:13]1[cH:14][c:15]([O:32][CH3:33])[c:16]([NH:19][C:20](=[O:21])[c:22]3[n:23]([CH3:31])[c:24]4[cH:25][cH:26][cH:27][cH:28][c:29]4[cH:30]3)[cH:17][cH:18]1)[cH:11][s:12]2.[Na+:2]>>[NH2:3][c:4]1[n:5][cH:6][c:7](-[c:34]2[c:35]([CH2:39][OH:40])[s:36][cH:37][cH:38]2)[c:8]2[c:9]1[c:10](-[c:13]1[cH:14][c:15]([O:32][CH3:33])[c:16]([NH:19][C:20](=[O:21])[c:22]3[n:23]([CH3:31])[c:24]4[cH:25][cH:26][cH:27][cH:28][c:29]4[cH:30]3)[cH:17][cH:18]1)[cH:11][s:12]2. Reactants: CC(=O)O, CN(C)C=O, O=C(NCCCl)Nc1cccnc1, [H-], [Na+], C1CCOC1. Product: O=C1NCCN1c1cccnc1. Reaction SMILES: [CH3:16][C:17](=[O:18])[OH:19].[CH3:25][N:26]([CH3:27])[CH:28]=[O:29].[Cl:1][CH2:2][CH2:3][NH:4][C:5](=[O:6])[NH:7][c:8]1[cH:9][n:10][cH:11][cH:12][cH:13]1.[H-:14].[Na+:15].[O:20]1[CH2:21][CH2:22][CH2:23][CH2:24]1>>[CH2:2]1[CH2:3][NH:4][C:5](=[O:6])[N:7]1[c:8]1[cH:9][n:10][cH:11][cH:12][cH:13]1. Starting materials: CCO, CC1=CC(=O)C(C)(C)O1, [Cl-], [Na+], [Na+], [OH-], O=Cc1ccccn1. The product is CC1(C)OC(C=Cc2ccccn2)=CC1=O. Reaction SMILES: [CH3:22][CH2:23][OH:24].[CH3:9][C:10]1([CH3:17])[O:11][C:12]([CH3:16])=[CH:13][C:14]1=[O:15].[Cl-:21].[Na+:19].[Na+:20].[OH-:18].[n:1]1[c:2]([CH:7]=[O:8])[cH:3][cH:4][cH:5][cH:6]1>>[n:1]1[c:2]([CH:7]=[CH:16][C:12]2=[CH:13][C:14](=[O:15])[C:10]([CH3:9])([CH3:17])[O:11]2)[cH:3][cH:4][cH:5][cH:6]1.